Dataset: the Open Reaction Database (ORD), a public repository of structured organic reaction records. Task: describe an organic reaction: reactants, conditions, products, and yield The reactants are COCN(CC1=CC=CC=C1)C[Si](C)(C)C (N-methoxymethyl-N-(phenylmethyl)trimethylsilylmethylamine), C1(CCCC1)OC=1C=C(C=CC1OC)/C=C/C(=O)OC ((E)-methyl 3-(3-cyclopentoxy-4-methoxyphenyl)prop-2-enoate), solution, FC(C(=O)O)(F)F (trifluoroacetic acid). The solvent is C(Cl)Cl (CH2Cl2). Conditions: time 12 hour. The product is C1(CCCC1)OC=1C=C(C=CC1OC)[C@@H]1CN(C[C@H]1C(=O)OC)CC1=CC=CC=C1 (trans-3-(3-cyclopentoxy-4-methoxyphenyl)-4-methoxycarbonyl-1-(phenylmethyl)pyrrolidine). Isolated yield 85.5%. Reaction SMILES: CO[CH2:3][N:4]([CH2:12][Si](C)(C)C)[CH2:5][C:6]1[CH:11]=[CH:10][CH:9]=[CH:8][CH:7]=1.[CH:17]1([O:22][C:23]2[CH:24]=[C:25](/[CH:31]=[CH:32]/[C:33]([O:35][CH3:36])=[O:34])[CH:26]=[CH:27][C:28]=2[O:29][CH3:30])[CH2:21][CH2:20][CH2:19][CH2:18]1.FC(F)(F)C(O)=O>C(Cl)Cl>[CH:17]1([O:22][C:23]2[CH:24]=[C:25]([C@H:31]3[C@H:32]([C:33]([O:35][CH3:36])=[O:34])[CH2:3][N:4]([CH2:5][C:6]4[CH:7]=[CH:8][CH:9]=[CH:10][CH:11]=4)[CH2:12]3)[CH:26]=[CH:27][C:28]=2[O:29][CH3:30])[CH2:18][CH2:19][CH2:20][CH2:21]1. Procedure: To a solution of N-methoxymethyl-N-(phenylmethyl)trimethylsilylmethylamine (2.84 g, 12 mmol) and (E)-methyl 3-(3-cyclopentoxy-4-methoxyphenyl)prop-2-enoate (2.76 g, 10 mmol) in 20 mL of CH2Cl2 cooled to 0° C. was added a 1 mL of a 1M solution of trifluoroacetic acid. Stirring was continued for 12 hr, and the solution was partitioned between ether and sat. NaHCO3. The layers were separated and the aqueous layer was extracted ethyl acetate (2×). The combined organic layers were dried (K2CO3), filt... The reactants are NC=1C(=CC(=C(C1)N1N=NN(C1=O)CCCF)F)Cl (1-(5-amino-4-chloro-2-fluorophenyl)-1,4-dihydro-4-(3- fluoropropyl)-5H-tetrazol-5-one), trifluoromethylsulfonyl anhydride. The reagents and catalysts are CN(C)C1=CC=NC=C1 (4-(N,N-dimethyl)aminopyridine), CN(C)C1=CC=NC=C1 (4-(N,N-dimethyl)aminopyridine). Solvent: C(Cl)Cl (methylene chloride). Run at time 0.5 hour. Product: FCCCN1NN=NC1=O (3-fluoropropyl-5H-tetrazol-5-one). Reaction SMILES: NC1C(Cl)=CC(F)=C([N:8]2[C:12](=[O:13])[N:11]([CH2:14][CH2:15][CH2:16][F:17])[N:10]=[N:9]2)C=1>C(Cl)Cl.CN(C1C=CN=CC=1)C>[F:17][CH2:16][CH2:15][CH2:14][N:11]1[C:12](=[O:13])[N:8]=[N:9][NH:10]1. Procedure details: To a stirred solution of 1.0 g (0.0034 mole) of 1-(5-amino-4-chloro-2-fluorophenyl)-1,4-dihydro-4-(3- fluoropropyl)-5H-tetrazol-5-one in 30 ml of methylene chloride was added 0.20 g (0.0017 mole) of 4-(N,N-dimethyl)aminopyridine, 0.50 g (0.0017 mole) of trifluoromethylsulfonyl anhydride, and an additional 0.20 g (0.0017 mole) of 4-(N,N-dimethyl)aminopyridine. This mixture was stirred at room temperature for 0.5 hour. The resultant solution was extracted with 100 ml of a dilute, aqueous, sodium h... Starting materials: CO, O=C(NC(CCCNS(=O)(=O)c1ccc([N+](=O)[O-])cc1)C(=O)O)OCC1c2ccccc2-c2ccccc21. Yields the product Nc1ccc(S(=O)(=O)NCCCC(NC(=O)OCC2c3ccccc3-c3ccccc32)C(=O)O)cc1. Reaction SMILES: [CH3:39][OH:40].[N+:1]([O-:2])(=[O:3])[c:4]1[cH:5][cH:6][c:7]([S:10](=[O:11])(=[O:12])[NH:13][CH2:14][CH2:15][CH2:16][CH:17]([NH:18][C:19](=[O:20])[O:21][CH2:22][CH:23]2[c:24]3[cH:25][cH:26][cH:27][cH:28][c:29]3-[c:30]3[cH:31][cH:32][cH:33][cH:34][c:35]32)[C:36](=[O:37])[OH:38])[cH:8][cH:9]1>>[NH2:1][c:4]1[cH:5][cH:6][c:7]([S:10](=[O:11])(=[O:12])[NH:13][CH2:14][CH2:15][CH2:16][CH:17]([NH:18][C:19](=[O:20])[O:21][CH2:22][CH:23]2[c:24]3[cH:25][cH:26][cH:27][cH:28][c:29]3-[c:30]3[cH:31][cH:32][cH:33][cH:34][c:35]32)[C:36](=[O:37])[OH:38])[cH:8][cH:9]1.